This data is from the Open Reaction Database (ORD), a public repository of structured organic reaction records. The task is: describe an organic reaction: reactants, conditions, products, and yield Isolated yield 63.0%. Reaction SMILES: [C:1]1([S:7][C:8]2[CH:17]=[C:16]3[C:11]([C:12](=[O:18])[CH2:13]CO3)=[CH:10][CH:9]=2)[CH:6]=[CH:5][CH:4]=[CH:3][CH:2]=1.[CH3:19][OH:20].[OH:21]OS([O-])=O.[K+].S([O-])(O[O-])(=O)=O.[K+].[K+].[OH2:35]>>[C:1]1([S:7]([C:8]2[CH:17]=[C:16]3[C:11]([C:12](=[O:18])[CH2:13][CH2:19][O:20]3)=[CH:10][CH:9]=2)(=[O:21])=[O:35])[CH:6]=[CH:5][CH:4]=[CH:3][CH:2]=1 |f:2.3,4.5.6|. The product is C1(=CC=CC=C1)S(=O)(=O)C1=CC=C2C(CCOC2=C1)=O (7-benzenesulfonyl-chroman-4-one). Conditions: time 3 hour. Reactants: C1(=CC=CC=C1)SC1=CC=C2C(CCOC2=C1)=O (7-phenylsulfanyl-chroman-4-one), CO (MeOH), O (water), OOS(=O)[O-].[K+] (OXONE), S(=O)(=O)(O[O-])[O-].[K+].[K+] (potassium peroxymonosulfate). Reported procedure: A solution of 7-phenylsulfanyl-chroman-4-one (2.21 g, 8.62 mmol) in 20 mL o MeOH and 2 mL water was stirred at room temperature. OXONE™ (potassium peroxymonosulfate, 6.35 g, 10.35 mmol) was added, and the reaction mixture was stirred for 3 hours at room temperature. The reaction mixture was partitioned between ethyl acetate and water. The organic layer was dried over MgSO4, and solvent was evaporated under reduced pressure. The resulting residue was eluted through silica gel with 35% EtOAc in he...